From a dataset of the Open Reaction Database (ORD), a public repository of structured organic reaction records. describe an organic reaction: reactants, conditions, products, and yield Starting materials: CC(C)(C)[Si](OCC=Cc1ccc(C(=O)O)cc1)(c1ccccc1)c1ccccc1, C1CCOC1, CC#N, NN. The product is CC(C)(C)[Si](OCC=Cc1ccc(C(=O)NN)cc1)(c1ccccc1)c1ccccc1. RXN SMILES: [C:1]([CH3:2])([CH3:3])([CH3:4])[Si:5]([O:6][CH2:7][CH:8]=[CH:9][c:10]1[cH:11][cH:12][c:13]([C:14](=[O:15])[OH:16])[cH:17][cH:18]1)([c:19]1[cH:20][cH:21][cH:22][cH:23][cH:24]1)[c:25]1[cH:26][cH:27][cH:28][cH:29][cH:30]1.[CH2:33]1[O:34][CH2:35][CH2:36][CH2:37]1.[CH3:38][C:39]#[N:40].[NH2:31][NH2:32]>>[C:1]([CH3:2])([CH3:3])([CH3:4])[Si:5]([O:6][CH2:7][CH:8]=[CH:9][c:10]1[cH:11][cH:12][c:13]([C:14](=[O:15])[NH:31][NH2:32])[cH:17][cH:18]1)([c:19]1[cH:20][cH:21][cH:22][cH:23][cH:24]1)[c:25]1[cH:26][cH:27][cH:28][cH:29][cH:30]1. The reactants are CC(=O)[O-], CC(Nc1cc(C#N)c([N+](=O)[O-])c(Nc2cc(C3CC3)[nH]n2)c1)c1ccc(F)cc1, [Cl-], [NH4+], [NH4+], [Zn]. Yields the product CC(Nc1cc(C#N)c(N)c(Nc2cc(C3CC3)[nH]n2)c1)c1ccc(F)cc1. RXN SMILES: [CH3:35][C:36](=[O:37])[O-:38].[CH:1]1([c:4]2[cH:5][c:6]([NH:9][c:10]3[c:11]([N+:28]([O-:29])=[O:30])[c:12]([C:13]#[N:14])[cH:15][c:16]([NH:18][CH:19]([CH3:20])[c:21]4[cH:22][cH:23][c:24]([F:27])[cH:25][cH:26]4)[cH:17]3)[n:7][nH:8]2)[CH2:2][CH2:3]1.[Cl-:31].[NH4+:32].[NH4+:34].[Zn:33]>>[CH:1]1([c:4]2[cH:5][c:6]([NH:9][c:10]3[c:11]([NH2:28])[c:12]([C:13]#[N:14])[cH:15][c:16]([NH:18][CH:19]([CH3:20])[c:21]4[cH:22][cH:23][c:24]([F:27])[cH:25][cH:26]4)[cH:17]3)[n:7][nH:8]2)[CH2:2][CH2:3]1. Reactants: BrC1=CC=C(C=C1)C1=C(C(=NO1)C)N (5-(4-bromo-phenyl)-3-methyl-isoxazol-4-ylamine), C1(=CC=CC=C1)[C@H]1[C@@H](C1)C(C)=O (trans-1-(2-phenyl-cyclopropyl)-ethanone). Yields the product BrC1=CC=C(C=C1)C1=C(C(=NO1)C)NC(C)[C@H]1[C@@H](C1)C1=CC=CC=C1 ([5-(4-Bromo-phenyl)-3-methyl-isoxazol-4-yl]-[trans-1-(2-phenyl-cyclopropyl)-ethyl]-amine). Reaction SMILES: [Br:1][C:2]1[CH:7]=[CH:6][C:5]([C:8]2[O:12][N:11]=[C:10]([CH3:13])[C:9]=2[NH2:14])=[CH:4][CH:3]=1.[C:15]1([C@@H:21]2[CH2:23][C@H:22]2[C:24](=O)[CH3:25])[CH:20]=[CH:19][CH:18]=[CH:17][CH:16]=1>>[Br:1][C:2]1[CH:3]=[CH:4][C:5]([C:8]2[O:12][N:11]=[C:10]([CH3:13])[C:9]=2[NH:14][CH:24]([C@@H:22]2[CH2:23][C@H:21]2[C:15]2[CH:20]=[CH:19][CH:18]=[CH:17][CH:16]=2)[CH3:25])=[CH:6][CH:7]=1. Procedure: Prepared according to the procedure described in Example 1, Step 12, using 5-(4-bromo-phenyl)-3-methyl-isoxazol-4-ylamine and trans-1-(2-phenyl-cyclopropyl)-ethanone.